Dataset: the Open Reaction Database (ORD), a public repository of structured organic reaction records. Task: describe an organic reaction: reactants, conditions, products, and yield Reactants: C(C)(CC)[Li] (sec-Butyllithium), FC1(OC2=C(O1)C=CC=C2)F (2,2-Difluorobenzo[d][1,3]dioxole), C(C)(C)OB1OC(C(O1)(C)C)(C)C (2-Isopropoxy-4,4,5,5-tetramethyl-1,3,2-dioxaborolane). Run in O1CCCC1 (tetrahydrofuran). Conditions: temperature -75 celsius, time 1 hour. Product: FC1(OC2=C(O1)C=CC=C2B2OC(C(O2)(C)C)(C)C)F (2-(2,2-Difluorobenzo[d][1,3]dioxol-4-yl)-4,4,5,5-tetramethyl-1,3,2-dioxaborolane). The yield is 65.4%. Reaction SMILES: [F:1][C:2]1([F:11])[O:6][C:5]2[CH:7]=[CH:8][CH:9]=[CH:10][C:4]=2[O:3]1.C([Li])(CC)C.C(O[B:21]1[O:25][C:24]([CH3:27])([CH3:26])[C:23]([CH3:29])([CH3:28])[O:22]1)(C)C>O1CCCC1>[F:11][C:2]1([F:1])[O:3][C:4]2[CH:10]=[CH:9][CH:8]=[C:7]([B:21]3[O:25][C:24]([CH3:27])([CH3:26])[C:23]([CH3:29])([CH3:28])[O:22]3)[C:5]=2[O:6]1. Procedure: 2,2-Difluorobenzo[d][1,3]dioxole (6 g, 38.0 mmol) was dissolved in tetrahydrofuran (100 mL) and cooled to −75° C. sec-Butyllithium (1.4 M in cyclohexane; 29.8 mL, 41.7 mmol) was added dropwise, keeping the temperature below −65° C. The reaction mixture was then stirred at −75° C. for 1 h to ensure complete deprotonation. 2-Isopropoxy-4,4,5,5-tetramethyl-1,3,2-dioxaborolane (7.06 g, 38.0 mmol) was then added to the reaction mixture dropwise keeping the temperature below −65° C. The reaction mixtu... Reaction SMILES: [C:1]([O:5][C:6](=[O:21])[NH:7][C:8]1[C:9]([C:13]2[CH:18]=[CH:17][C:16]([C:19]#N)=[CH:15][CH:14]=2)=[N:10][O:11][CH:12]=1)([CH3:4])([CH3:3])[CH3:2].CC(C[AlH]CC(C)C)C.[C@H](O)(C([O-])=O)[C@@H](O)C([O-])=[O:34].[Na+].[K+]>C1(C)C=CC=CC=1>[C:1]([O:5][C:6](=[O:21])[NH:7][C:8]1[C:9]([C:13]2[CH:18]=[CH:17][C:16]([CH:19]=[O:34])=[CH:15][CH:14]=2)=[N:10][O:11][CH:12]=1)([CH3:4])([CH3:3])[CH3:2] |f:2.3.4|. Procedure: A solution of [3-(4-cyano-phenyl)-isoxazol-4-yl]-carbamic acid tert-butyl ester (1.88, 6.6 mmol) in toluene (50 mL) was cooled to 0° C. under Ar. DIBAL (6.7 mL, 1M in CH2Cl2, 6.7 mmol) was added dropwise to the solution and the reaction mixture was allowed to warm to rt and stirred for 1 h. DIBAL (6.7 mL, 1M in CH2Cl2, 6.7 mmol) was added again and the reaction mixture was stirred an additional 30 min. Saturated, aqueous Rochelle salt was added and the reaction mixture was stirred overnight. The... Reactants: [C@@H]([C@H](C(=O)[O-])O)(C(=O)[O-])O.[Na+].[K+] (Rochelle salt), C(C)(C)(C)OC(NC=1C(=NOC1)C1=CC=C(C=C1)C#N)=O ([3-(4-cyano-phenyl)-isoxazol-4-yl]-carbamic acid tert-butyl ester), CC(C)C[AlH]CC(C)C (DIBAL), CC(C)C[AlH]CC(C)C (DIBAL). Run at time 1 hour. The product is C(C)(C)(C)OC(NC=1C(=NOC1)C1=CC=C(C=C1)C=O)=O ([3-(4-Formyl-phenyl)-isoxazol-4-yl]-carbamic acid tert-butyl ester). The solvent is C1(=CC=CC=C1)C (toluene).